describe an organic reaction: reactants, conditions, products, and yield From a dataset of the Open Reaction Database (ORD), a public repository of structured organic reaction records. Reactants: FC(C1=C(CN2N=CC3=CC(=CC=C23)C=C2C(N=C(S2)SC)=O)C=CC(=C1)C(F)(F)F)(F)F (5-[1-(2,4-bis-trifluoromethyl-benzyl)-1H-indazol-5-ylmethylene]-2-methylsulfanyl-thiazol-4-one), C(C)(C)(C)OC(=O)N1C[C@@H](NCC1)CO (3-(R)-hydroxymethyl-piperazine-1-carboxylic acid tert-butyl ester). Yields the product C(C)(C)(C)OC(=O)N1CC(N(CC1)C=1SC(C(N1)=O)=CC=1C=C2C=NN(C2=CC1)CC1=C(C=C(C=C1)C(F)(F)F)C(F)(F)F)CO (4-{5-[1-(2,4-Bis-trifluoromethyl-benzyl)-1H-indazol-5-ylmethylene]-4-oxo-4,5-dihydro-thiazol-2-yl}-3-hydroxymethyl-piperazine-1-carboxylic acid tert-butyl ester). As a reaction SMILES: [F:1][C:2]([F:33])([F:32])[C:3]1[CH:27]=[C:26]([C:28]([F:31])([F:30])[F:29])[CH:25]=[CH:24][C:4]=1[CH2:5][N:6]1[C:14]2[C:9](=[CH:10][C:11]([CH:15]=[C:16]3[S:20][C:19](SC)=[N:18][C:17]3=[O:23])=[CH:12][CH:13]=2)[CH:8]=[N:7]1.[C:34]([O:38][C:39]([N:41]1[CH2:46][CH2:45][NH:44][C@@H:43]([CH2:47][OH:48])[CH2:42]1)=[O:40])([CH3:37])([CH3:36])[CH3:35]>>[C:34]([O:38][C:39]([N:41]1[CH2:46][CH2:45][N:44]([C:19]2[S:20][C:16](=[CH:15][C:11]3[CH:10]=[C:9]4[C:14](=[CH:13][CH:12]=3)[N:6]([CH2:5][C:4]3[CH:24]=[CH:25][C:26]([C:28]([F:30])([F:31])[F:29])=[CH:27][C:3]=3[C:2]([F:1])([F:33])[F:32])[N:7]=[CH:8]4)[C:17](=[O:23])[N:18]=2)[CH:43]([CH2:47][OH:48])[CH2:42]1)=[O:40])([CH3:37])([CH3:36])[CH3:35]. Reported procedure: 4-{5-[1-(2,4-Bis-trifluoromethyl-benzyl)-1H-indazol-5-ylmethylene]-4-oxo-4,5-dihydro-thiazol-2-yl}-3-hydroxymethyl-piperazine-1-carboxylic acid tert-butyl ester was prepared from 5-[1-(2,4-bis-trifluoromethyl-benzyl)-1H-indazol-5-ylmethylene]-2-methylsulfanyl-thiazol-4-one and 3-(R)-hydroxymethyl-piperazine-1-carboxylic acid tert-butyl ester following General Procedure C. Reactants: Cl, O=C1CCC(=O)N1Cl, Cn1c(C(F)(F)F)cc(=O)n(-c2c(F)ccc3nc(Cl)sc23)c1=O. The product is Cn1c(C(F)(F)F)c(Cl)c(=O)n(-c2c(F)ccc3nc(Cl)sc23)c1=O. RXN SMILES: [Cl:1].[Cl:26][N:27]1[C:28](=[O:29])[CH2:30][CH2:31][C:32]1=[O:33].[Cl:2][c:3]1[s:4][c:5]2[c:6]([n:7]1)[cH:8][cH:9][c:10]([F:25])[c:11]2-[n:12]1[c:13](=[O:24])[n:14]([CH3:23])[c:15]([C:19]([F:20])([F:21])[F:22])[cH:16][c:17]1=[O:18]>>[Cl:2][c:3]1[s:4][c:5]2[c:6]([n:7]1)[cH:8][cH:9][c:10]([F:25])[c:11]2-[n:12]1[c:13](=[O:24])[n:14]([CH3:23])[c:15]([C:19]([F:20])([F:21])[F:22])[c:16]([Cl:26])[c:17]1=[O:18]. Starting materials: OC=1C=C2C=CC(=CC2=CC1)C(=O)OC (methyl 6-hydroxy-2-naphthoate), S-(−)-glycidol, C(=O)([O-])[O-].[K+].[K+] (K2CO3), CC(=O)C (acetone). Yields the product COC(=O)C1=CC2=CC=C(C=C2C=C1)OC[C@H](CO)O (6-((S)-2,3-Dihydroxy-propoxy)-naphthalene-2-carboxylic acid methyl ester). As a reaction SMILES: [OH:1][C:2]1[CH:3]=[C:4]2[C:9](=[CH:10][CH:11]=1)[CH:8]=[C:7]([C:12]([O:14][CH3:15])=[O:13])[CH:6]=[CH:5]2.C([O-])([O-])=[O:17].[K+].[K+].[CH3:22][C:23]([CH3:25])=[O:24]>>[CH3:15][O:14][C:12]([C:7]1[CH:6]=[CH:5][C:4]2[C:9](=[CH:10][CH:11]=[C:2]([O:1][CH2:22][C@@H:23]([OH:24])[CH2:25][OH:17])[CH:3]=2)[CH:8]=1)=[O:13] |f:1.2.3|. Reported procedure: To a solution of methyl 6-hydroxy-2-naphthoate (4.55 g, 22.5 mmol) in anhydrous acetone (60 ml) are added S-(−)-glycidol (2.0 g, 27.0 mmol) and K2CO3 (9.3 g, 67.3 mmol). The reaction mixture is heated to reflux for 3 days. The reaction mixture is filtered through Celite™ (filter material) and the filtrate is concentrated in vacuo to afford 6-((S)-2,3-Dihydroxy-propoxy)-naphthalene-2-carboxylic acid methyl ester as a white solid; 1H NMR (DMSO-d6): 3.49 (2H, t, J=6.0 Hz), 3.85-3.88 (1H, m), 3.89 (...